This data is from the Open Reaction Database (ORD), a public repository of structured organic reaction records. The task is: describe an organic reaction: reactants, conditions, products, and yield Starting materials: NC1=CC(=NN1C=1C=C(O[C@@H](CO)C)C=CC1)C(C)(C)C ((R)-2-[3-(5-Amino-3-tert-butyl-pyrazol-1-yl)-phenoxy]-propan-1-ol), [OH-].[Na+] (NaOH), ClC(=O)OCC(Cl)(Cl)Cl (2,2,2-trichloroethyl chloroformate), ClC(=O)OCC(Cl)(Cl)Cl (2,2,2-trichloroethyl chloroformate). The solvent is CCOC(=O)C (EtOAc), CCOC(=O)C (EtOAc), O (water). Run at time 1 hour. Product: ClC(COC(NC=1N(N=C(C1)C(C)(C)C)C1=CC(=CC=C1)O[C@@H](CO)C)=O)(Cl)Cl ({5-tert-Butyl-2-[3-((R)-2-hydroxy-1-methyl-ethoxy)-phenyl]-2H-pyrazol-3-yl}-carbamic acid 2,2,2-trichloro-ethyl ester). Isolated yield 107.6%. RXN SMILES: [NH2:1][C:2]1[N:6]([C:7]2[CH:8]=[C:9]([CH:15]=[CH:16][CH:17]=2)[O:10][C@H:11]([CH3:14])[CH2:12][OH:13])[N:5]=[C:4]([C:18]([CH3:21])([CH3:20])[CH3:19])[CH:3]=1.[OH-].[Na+].Cl[C:25]([O:27][CH2:28][C:29]([Cl:32])([Cl:31])[Cl:30])=[O:26]>CCOC(C)=O.O>[Cl:30][C:29]([Cl:32])([Cl:31])[CH2:28][O:27][C:25](=[O:26])[NH:1][C:2]1[N:6]([C:7]2[CH:17]=[CH:16][CH:15]=[C:9]([O:10][C@H:11]([CH3:14])[CH2:12][OH:13])[CH:8]=2)[N:5]=[C:4]([C:18]([CH3:20])([CH3:19])[CH3:21])[CH:3]=1 |f:1.2|. Procedure: A solution of Intermediate 151b (112 mg, 0.39 mmol) in EtOAc (2.1 mL) was treated with aqueous 1N NaOH (0.7 mL, 0.70 mmol) then 2,2,2-trichloroethyl chloroformate (0.056 mL, 0.41 mmol) and the mixture was stirred at RT for 2.5 h. The mixture was treated with another portion of 2,2,2-trichloroethyl chloroformate (0.015 mL, 0.11 mmol) and stirred at RT for a further 1 h. The mixture was diluted with EtOAc and water and the phases were separated. The aqueous layer was extracted with EtOAc (×2) and ... The reactants are N1C(NC(C2=CC=CC=C12)=O)=O (quinazoline-2,4(1H,3H)-dione), BrCC=1C=CC(=C(C(=O)OC)C1)F (methyl 5-(bromomethyl)-2-fluorobenzoate), COC(=O)C=1C=C(CN2C(NC(C3=CC=CC=C23)=O)=O)C=CC1 (1-(3-Methoxycarbonylbenzyl)quinazoline-2,4(1H,3H)-dione). Yields the product FC1=C(C=C(CN2C(NC(C3=CC=CC=C23)=O)=O)C=C1)C(=O)OC (1-(4-Fluoro-3-methoxycarbonylbenzyl)quinazoline-2,4(1H,3H)-dione). Reaction SMILES: [NH:1]1[C:10]2[C:5](=[CH:6][CH:7]=[CH:8][CH:9]=2)[C:4](=[O:11])[NH:3][C:2]1=[O:12].Br[CH2:14][C:15]1[CH:16]=[CH:17][C:18]([F:25])=[C:19]([CH:24]=1)[C:20]([O:22][CH3:23])=[O:21].COC(C1C=C(C=CC=1)CN1C2C(=CC=CC=2)C(=O)NC1=O)=O>>[F:25][C:18]1[CH:17]=[CH:16][C:15]([CH2:14][N:1]2[C:10]3[C:5](=[CH:6][CH:7]=[CH:8][CH:9]=3)[C:4](=[O:11])[NH:3][C:2]2=[O:12])=[CH:24][C:19]=1[C:20]([O:22][CH3:23])=[O:21]. Reported procedure: The title compound was prepared from quinazoline-2,4(1H,3H)-dione and methyl 5-(bromomethyl)-2-fluorobenzoate using a procedure similar to those described for the synthesis of compound of Example 1. 1H NMR (DMSO-d6): 11.75 (s, 1H), 8.00 (d, J=7.8 Hz, 1H), 7.84 (d, J=6.9 Hz, 1H), 7.67-7.55 (m, 2H), 7.32-7.21 (m, 3H), 5.32 (s, 2H), 3.81 (s, 3H). MS: m/z 329.1 [M+H]+. The reactants are B, CC(c1ccccc1)N1CC2(NC(=O)OC(C)(C)C)CCCC2(F)C1=O, C1CCOC1, C1CCOC1. Product: CC(c1ccccc1)N1CC2(F)CCCC2(NC(=O)OC(C)(C)C)C1. RXN SMILES: [BH3:32].[C:1]([CH3:2])([CH3:3])([CH3:4])[O:5][C:6](=[O:7])[NH:8][C:9]12[CH2:10][N:11]([CH:19]([CH3:20])[c:21]3[cH:22][cH:23][cH:24][cH:25][cH:26]3)[C:12](=[O:18])[C:13]1([F:17])[CH2:14][CH2:15][CH2:16]2.[O:27]1[CH2:28][CH2:29][CH2:30][CH2:31]1.[O:33]1[CH2:34][CH2:35][CH2:36][CH2:37]1>>[C:1]([CH3:2])([CH3:3])([CH3:4])[O:5][C:6](=[O:7])[NH:8][C:9]12[CH2:10][N:11]([CH:19]([CH3:20])[c:21]3[cH:22][cH:23][cH:24][cH:25][cH:26]3)[CH2:12][C:13]1([F:17])[CH2:14][CH2:15][CH2:16]2. Reactants: COC(C)(C)C, CC(=O)[O-], CCO, Cc1ccc(C=O)cc1, Cl, NO, [Na+], O. The product is Cc1ccc(C=NO)cc1. RXN SMILES: [C:22]([O:23][CH3:24])([CH3:25])([CH3:26])[CH3:27].[CH3:14][C:15](=[O:16])[O-:17].[CH3:18][CH2:19][OH:20].[CH3:1][c:2]1[cH:3][cH:4][c:5]([CH:6]=[O:7])[cH:8][cH:9]1.[ClH:10].[NH2:11][OH:12].[Na+:13].[OH2:21]>>[CH3:1][c:2]1[cH:3][cH:4][c:5]([CH:6]=[N:11][OH:12])[cH:8][cH:9]1.